This data is from the Open Reaction Database (ORD), a public repository of structured organic reaction records. The task is: describe an organic reaction: reactants, conditions, products, and yield The reactants are N1=CC(=CC=C1)C=1C=C(C=CC1)O (3-pyridin-3-yl-phenol), C(=O)(Cl)Cl (phosgene), C1(=CC=CC=C1)C (toluene), CN(C1=CC=CC=C1)C (N,N-dimethylaniline). The solvent is O1CCCC1 (tetrahydrofuran). Reaction conditions: temperature 25 celsius. Product: ClC(=O)OC1=CC(=CC=C1)C=1C=NC=CC1 (3-Pyridin-3-yl-phenyl chloroformate). Reaction SMILES: [N:1]1[CH:6]=[CH:5][CH:4]=[C:3]([C:7]2[CH:8]=[C:9]([OH:13])[CH:10]=[CH:11][CH:12]=2)[CH:2]=1.[C:14](Cl)([Cl:16])=[O:15].C1(C)C=CC=CC=1.CN(C)C1C=CC=CC=1>O1CCCC1>[Cl:16][C:14]([O:13][C:9]1[CH:10]=[CH:11][CH:12]=[C:7]([C:3]2[CH:2]=[N:1][CH:6]=[CH:5][CH:4]=2)[CH:8]=1)=[O:15]. Reported procedure: A solution of 3-pyridin-3-yl-phenol in tetrahydrofuran was treated with 20% phosgene in toluene (1.0 eq.) at 25° C. The reaction mixture was then treated with N,N-dimethylaniline (1.3 eq) at 0° C. The reaction mixture was stirred at 25° C. over night. The volatiles were removed under reduced pressure. The crude product 3-pyridin-3-yl-phenyl chloroformate was used without further purification. Reactants: CC1=CC(=C(C=C1C)NC(OC1=CC=CC=C1)=S)OC (Phenyl N-(4,5-dimethyl-2-methoxyphenyl)thiocarbamate), OC=1C=C(C=CC1)N1CCNCC1 (1-(3-hydroxyphenyl)piperazine). Product: CC1=CC(=C(C=C1C)NC(=S)N1CCN(CC1)C1=CC(=CC=C1)O)OC (1-[(4,5-Dimethyl-2-methoxyphenyl)aminothiocarbonyl]-4-(3-hydroxyphenyl)piperazine). The yield is 77.0%. As a reaction SMILES: [CH3:1][C:2]1[C:7]([CH3:8])=[CH:6][C:5]([NH:9][C:10](=[S:18])OC2C=CC=CC=2)=[C:4]([O:19][CH3:20])[CH:3]=1.[OH:21][C:22]1[CH:23]=[C:24]([N:28]2[CH2:33][CH2:32][NH:31][CH2:30][CH2:29]2)[CH:25]=[CH:26][CH:27]=1>>[CH3:1][C:2]1[C:7]([CH3:8])=[CH:6][C:5]([NH:9][C:10]([N:31]2[CH2:30][CH2:29][N:28]([C:24]3[CH:25]=[CH:26][CH:27]=[C:22]([OH:21])[CH:23]=3)[CH2:33][CH2:32]2)=[S:18])=[C:4]([O:19][CH3:20])[CH:3]=1. Reported procedure: Phenyl N-(4,5-dimethyl-2-methoxyphenyl)thiocarbamate and 1-(3-hydroxyphenyl)piperazine were reacted by the same way with the example 197 to obtain the titled compound. The reactants are COC(=O)Cc1ccccc1COc1cccc(Br)n1, C[O-], Cc1ccccc1, COC=O, [Na+], O. Product: COC(=O)C(=CO)c1ccccc1COc1cccc(Br)n1. RXN SMILES: [Br:8][c:9]1[cH:10][cH:11][cH:12][c:13]([O:15][CH2:16][c:17]2[c:18]([CH2:23][C:24](=[O:25])[O:26][CH3:27])[cH:19][cH:20][cH:21][cH:22]2)[n:14]1.[CH3:1][O-:2].[CH3:29][c:30]1[cH:31][cH:32][cH:33][cH:34][cH:35]1.[CH:4](=[O:5])[O:6][CH3:7].[Na+:3].[OH2:28]>>[C:4](=[O:5])([O:6][CH3:7])[C:23]([c:18]1[c:17]([CH2:16][O:15][c:13]2[cH:12][cH:11][cH:10][c:9]([Br:8])[n:14]2)[cH:22][cH:21][cH:20][cH:19]1)=[CH:24][OH:25]. Product: FC(C=1C=C(C=C(C1)C(F)(F)F)[C@@H](C)O[C@@H]1[C@@H](N(CCO1)CC#C)C1=CC=C(C=C1)F)(F)F (2-(R)-(1-(R)-(3,5-bis(trifluoromethyl)phenyl)-ethoxy)-3-(S)-(4-fluorophenyl)-4-propargylmorpholine). The reactants are FC(C=1C=C(C=C(C1)C(F)(F)F)[C@@H](C)O[C@@H]1[C@@H](NCCO1)C1=CC=C(C=C1)F)(F)F.CC=1C=CC(=CC1)S(=O)(=O)O (2-(R)-(1-(R)-(3,5-Bis(trifluoromethyl)phenyl)ethoxy)-3-(S)-(4-fluorophenyl)morpholine TsOH), CNC (dimethylamine), C([O-])([O-])=O.[K+].[K+] (potassium carbonate), C(C#C)Br (Propargyl bromide). Solvent: CN(C)C=O (DMF). Conditions: time 30 minute. Procedure: 2-(R)-(1-(R)-(3,5-Bis(trifluoromethyl)phenyl)ethoxy)-3-(S)-(4-fluorophenyl)morpholine TsOH salt (1.83 assay Kg, 3.00 mol) was suspended in 10 L of DMF and potassium carbonate (1.04 Kg, 7.5 mol) was added in one portion to give a white slurry. Propargyl bromide (80 wt % in toluene, 535 g, 3.6 mol) was added dropwise over 30 minutes, the reaction was sligtly exothermic <30° C. (without cooling). The reaction mixture was stirred at room temperature for ~3 hours (~99.9% conversion) and then 40% aque... As a reaction SMILES: [F:1][C:2]([F:30])([F:29])[C:3]1[CH:4]=[C:5]([C@H:13]([O:15][C@H:16]2[O:21][CH2:20][CH2:19][NH:18][C@H:17]2[C:22]2[CH:27]=[CH:26][C:25]([F:28])=[CH:24][CH:23]=2)[CH3:14])[CH:6]=[C:7]([C:9]([F:12])([F:11])[F:10])[CH:8]=1.[CH3:31][C:32]1C=CC(S(O)(=O)=O)=C[CH:37]=1.C(=O)([O-])[O-].[K+].[K+].C(Br)C#C.CNC>CN(C=O)C>[F:30][C:2]([F:1])([F:29])[C:3]1[CH:4]=[C:5]([C@H:13]([O:15][C@H:16]2[O:21][CH2:20][CH2:19][N:18]([CH2:37][C:32]#[CH:31])[C@H:17]2[C:22]2[CH:27]=[CH:26][C:25]([F:28])=[CH:24][CH:23]=2)[CH3:14])[CH:6]=[C:7]([C:9]([F:10])([F:11])[F:12])[CH:8]=1 |f:0.1,2.3.4|. The reactants are C(C1=CC=CC=C1)OC(=O)N1CC(C1)C(=O)NC1=CC=C(C=C1)S(=O)(=O)C1CCN(CC1)C(=O)OC(C)(C)C (tert-Butyl 4-(4-(1-(benzyloxycarbonyl)azetidine-3-carboxamido)phenylsulfonyl)piperidine-1-carboxylate). The reagents and catalysts are [OH-].[OH-].[Pd+2] (Pd(OH)2/C). Run in C(C)O (ethanol). Run at time 16 hour. Yields the product N1CC(C1)C(=O)NC1=CC=C(C=C1)S(=O)(=O)C1CCN(CC1)C(=O)OC(C)(C)C (tert-butyl 4-(4-(azetidine-3-carboxamido)phenylsulfonyl)piperidine-1-carboxylate). RXN SMILES: C(OC([N:11]1[CH2:14][CH:13]([C:15]([NH:17][C:18]2[CH:23]=[CH:22][C:21]([S:24]([CH:27]3[CH2:32][CH2:31][N:30]([C:33]([O:35][C:36]([CH3:39])([CH3:38])[CH3:37])=[O:34])[CH2:29][CH2:28]3)(=[O:26])=[O:25])=[CH:20][CH:19]=2)=[O:16])[CH2:12]1)=O)C1C=CC=CC=1>[OH-].[OH-].[Pd+2].C(O)C>[NH:11]1[CH2:14][CH:13]([C:15]([NH:17][C:18]2[CH:19]=[CH:20][C:21]([S:24]([CH:27]3[CH2:28][CH2:29][N:30]([C:33]([O:35][C:36]([CH3:39])([CH3:38])[CH3:37])=[O:34])[CH2:31][CH2:32]3)(=[O:26])=[O:25])=[CH:22][CH:23]=2)=[O:16])[CH2:12]1 |f:1.2.3|. Procedure: tert-Butyl 4-(4-(1-(benzyloxycarbonyl)azetidine-3-carboxamido)phenylsulfonyl)piperidine-1-carboxylate (7.94 g, 14.24 mmol) and ethanol (160 ml) were added to 20% Pd(OH)2/C, wet (1.5 g, 1.089 mmol) in a 250 mL SS pressure bottle and the mixture was stirred for 16 hours at 30 psi and room temperature. The mixture was filtered through a nylon membrane and concentrated to give the title compound. Reactants: Cc1cc(C)nc(OC(C(=O)O)C(OCCNC(=O)OCc2ccccc2)(c2ccccc2)c2ccccc2)n1, CO, [H][H]. Product: Cc1cc(C)nc(OC(C(=O)O)C(OCCN)(c2ccccc2)c2ccccc2)n1. As a reaction SMILES: [CH3:1][c:2]1[n:3][c:4]([O:9][CH:10]([C:11](=[O:12])[OH:13])[C:14]([c:15]2[cH:16][cH:17][cH:18][cH:19][cH:20]2)([c:21]2[cH:22][cH:23][cH:24][cH:25][cH:26]2)[O:27][CH2:28][CH2:29][NH:30][C:31]([O:32][CH2:33][c:34]2[cH:35][cH:36][cH:37][cH:38][cH:39]2)=[O:40])[n:5][c:6]([CH3:8])[cH:7]1.[CH3:43][OH:44].[H:41][H:42]>>[CH3:1][c:2]1[n:3][c:4]([O:9][CH:10]([C:11](=[O:12])[OH:13])[C:14]([c:15]2[cH:16][cH:17][cH:18][cH:19][cH:20]2)([c:21]2[cH:22][cH:23][cH:24][cH:25][cH:26]2)[O:27][CH2:28][CH2:29][NH2:30])[n:5][c:6]([CH3:8])[cH:7]1. Starting materials: CCn1c2c(c3cc(Br)ccc31)CCCC2, CN(C)C=O, CCOC(C)=O, O=C[O-], [Na+], Cl[Pd]Cl, c1ccc(P(c2ccccc2)c2ccccc2)cc1, c1ccc(P(c2ccccc2)c2ccccc2)cc1. Product: CCn1c2c(c3cc(C=O)ccc31)CCCC2. Reaction SMILES: [Br:1][c:2]1[cH:3][cH:4][c:5]2[n:6]([CH2:15][CH3:16])[c:7]3[c:12]([c:13]2[cH:14]1)[CH2:11][CH2:10][CH2:9][CH2:8]3.[CH3:21][N:22]([CH3:23])[CH:24]=[O:25].[CH3:26][CH2:27][O:28][C:29](=[O:30])[CH3:31].[CH:17](=[O:18])[O-:19].[Na+:20].[Pd:32]([Cl:33])[Cl:34].[c:35]1([P:36]([c:37]2[cH:38][cH:39][cH:40][cH:41][cH:42]2)[c:43]2[cH:44][cH:45][cH:46][cH:47][cH:48]2)[cH:49][cH:50][cH:51][cH:52][cH:53]1.[c:54]1([P:55]([c:56]2[cH:57][cH:58][cH:59][cH:60][cH:61]2)[c:62]2[cH:63][cH:64][cH:65][cH:66][cH:67]2)[cH:68][cH:69][cH:70][cH:71][cH:72]1>>[c:2]1([CH:17]=[O:18])[cH:3][cH:4][c:5]2[n:6]([CH2:15][CH3:16])[c:7]3[c:12]([c:13]2[cH:14]1)[CH2:11][CH2:10][CH2:9][CH2:8]3.